Dataset: the Open Reaction Database (ORD), a public repository of structured organic reaction records. Task: describe an organic reaction: reactants, conditions, products, and yield The reactants are C(C)(=O)OC1=CC=C(C=C1)O (4-hydroxyphenyl acetate), OC[C@H](C)NC(OC(C)(C)C)=O (tert-butyl [(1S)-2-hydroxy-1-methylethyl]carbamate), C1(=CC=CC=C1)P(C1=CC=CC=C1)C1=CC=CC=C1 (triphenylphosphine), N(=NC(=O)OC(C)C)C(=O)OC(C)C (diisopropyl azodicarboxylate). Solvent: C1CCOC1 (THF), C1(=CC=CC=C1)C (toluene). Run at time 16 hour. Yields the product C(C)(=O)OC1=CC=C(C=C1)OC[C@H](C)NC(=O)OC(C)(C)C (4-({(2S)-2-[(tert-butoxycarbonyl)amino]propyl}oxy)phenyl acetate). The yield is 57.4%. As a reaction SMILES: [C:1]([O:4][C:5]1[CH:10]=[CH:9][C:8]([OH:11])=[CH:7][CH:6]=1)(=[O:3])[CH3:2].O[CH2:13][C@@H:14]([NH:16][C:17](=[O:23])[O:18][C:19]([CH3:22])([CH3:21])[CH3:20])[CH3:15].C1(P(C2C=CC=CC=2)C2C=CC=CC=2)C=CC=CC=1.N(C(OC(C)C)=O)=NC(OC(C)C)=O>C1COCC1.C1(C)C=CC=CC=1>[C:1]([O:4][C:5]1[CH:10]=[CH:9][C:8]([O:11][CH2:15][C@@H:14]([NH:16][C:17]([O:18][C:19]([CH3:21])([CH3:20])[CH3:22])=[O:23])[CH3:13])=[CH:7][CH:6]=1)(=[O:3])[CH3:2]. Reported procedure: To a solution of 4-hydroxyphenyl acetate (60.8 g), tert-butyl [(1S)-2-hydroxy-1-methylethyl]carbamate (70 g) and triphenylphosphine (105 g) in THF (300 mL) was added dropwise a solution (1.9 M, 210 mL) of diisopropyl azodicarboxylate in toluene at 0° C., and the mixture was stirred at room temperature for 16 hr. The reaction mixture was concentrated under reduced pressure, the residue was suspended in diethyl ether, and the precipitate was removed by filtration. The filtrate was concentrated, an... The reactants are Br, C1COCCO1, [Cu]Br, O=N[O-], N#Cc1c(N)cccc1F, [Na+], O. The product is N#Cc1c(F)cccc1Br. RXN SMILES: [BrH:15].[CH2:16]1[O:17][CH2:18][CH2:19][O:20][CH2:21]1.[Cu:23][Br:24].[N:11]([O-:12])=[O:13].[NH2:1][c:2]1[c:3]([C:4]#[N:5])[c:6]([F:10])[cH:7][cH:8][cH:9]1.[Na+:14].[OH2:22]>>[c:2]1([Br:15])[c:3]([C:4]#[N:5])[c:6]([F:10])[cH:7][cH:8][cH:9]1. Starting materials: CS(=O)(=O)OC1CN(C1)C(C1=CC=CC=C1)C1=CC=CC=C1 (1-Benzhydryl-3-azetidinyl methanesulfonate), C([O-])([O-])=O.[K+].[K+] (potassium carbonate), NCCC1=NC(=C2N=CN(C2=N1)[C@@H]1O[C@@H]([C@H]([C@H]1O[Si](C)(C)C(C)(C)C)O[Si](C)(C)C(C)(C)C)COC)NCC(C1=CC=CC=C1)C1=CC=CC=C1 (N-{2-(2-aminoethyl)-9-[(2R,3R,4R,5R)-3,4-bis{[tert-butyl(dimethyl)silyl]oxy}-5-(methoxymethyl)tetrahydro-2-furanyl]-9H-purin-6-yl}-N-(2,2-diphenylethyl)amine). Run in C(C)#N (acetonitrile). Conditions: time 24 hour. Product: C(C1=CC=CC=C1)(C1=CC=CC=C1)N1CC(C1)NCCC1=NC(=C2N=CN(C2=N1)[C@@H]1O[C@@H]([C@H]([C@H]1O[Si](C)(C)C(C)(C)C)O[Si](C)(C)C(C)(C)C)COC)NCC(C1=CC=CC=C1)C1=CC=CC=C1 (2-{2-[(1-Benzhydryl-3-azetidinyl)amino]ethyl}-9-[(2R,3R,4R,5R)-3,4-bis{[tert-butyl(dimethyl)silyl]oxy}-5-(methoxymethyl)tetrahydro-2-furanyl]-N-(2,2-diphenylethyl)-9H-purin-6-amine). The yield is 51.8%. Reaction SMILES: CS(O[CH:6]1[CH2:9][N:8]([CH:10]([C:17]2[CH:22]=[CH:21][CH:20]=[CH:19][CH:18]=2)[C:11]2[CH:16]=[CH:15][CH:14]=[CH:13][CH:12]=2)[CH2:7]1)(=O)=O.C(=O)([O-])[O-].[K+].[K+].[NH2:29][CH2:30][CH2:31][C:32]1[N:40]=[C:39]2[C:35]([N:36]=[CH:37][N:38]2[C@H:41]2[C@H:45]([O:46][Si:47]([C:50]([CH3:53])([CH3:52])[CH3:51])([CH3:49])[CH3:48])[C@H:44]([O:54][Si:55]([C:58]([CH3:61])([CH3:60])[CH3:59])([CH3:57])[CH3:56])[C@@H:43]([CH2:62][O:63][CH3:64])[O:42]2)=[C:34]([NH:65][CH2:66][CH:67]([C:74]2[CH:79]=[CH:78][CH:77]=[CH:76][CH:75]=2)[C:68]2[CH:73]=[CH:72][CH:71]=[CH:70][CH:69]=2)[N:33]=1>C(#N)C>[CH:10]([N:8]1[CH2:9][CH:6]([NH:29][CH2:30][CH2:31][C:32]2[N:40]=[C:39]3[C:35]([N:36]=[CH:37][N:38]3[C@H:41]3[C@H:45]([O:46][Si:47]([C:50]([CH3:51])([CH3:52])[CH3:53])([CH3:49])[CH3:48])[C@H:44]([O:54][Si:55]([C:58]([CH3:59])([CH3:60])[CH3:61])([CH3:57])[CH3:56])[C@@H:43]([CH2:62][O:63][CH3:64])[O:42]3)=[C:34]([NH:65][CH2:66][CH:67]([C:68]3[CH:69]=[CH:70][CH:71]=[CH:72][CH:73]=3)[C:74]3[CH:79]=[CH:78][CH:77]=[CH:76][CH:75]=3)[N:33]=2)[CH2:7]1)([C:17]1[CH:22]=[CH:21][CH:20]=[CH:19][CH:18]=1)[C:11]1[CH:16]=[CH:15][CH:14]=[CH:13][CH:12]=1 |f:1.2.3|. Procedure: 1-Benzhydryl-3-azetidinyl methanesulfonate (90 mg, 0.28 mmol) and potassium carbonate (50 mg, 0.36 mmol) were added to a stirred solution of N-{2-(2-aminoethyl)-9-[(2R,3R,4R,5R)-3,4-bis{[tert-butyl(dimethyl)silyl]oxy}-5-(methoxymethyl)tetrahydro-2-furanyl]-9H-purin-6-yl}-N-(2,2-diphenylethyl)amine (200 mg) (preparation 18) in acetonitrile (3 ml). The reaction mixture was heated at reflux for 5 hr and then allowed to stand at room temperature for a further 24 hr. The resulting mixture was partiti... Reactants: C(C1=CC=CC=C1)C(C(C)=O)C(C)=O (3-benzyl-2,4-pentanedione), BrBr (bromine). Run in ClCCl (dichloromethane), ClCCl (dichloromethane). Conditions: temperature 0 celsius, time 10 minute. Yields the product C(C1=CC=CC=C1)=C(C(C)=O)C(C)=O (3-Benzylidene-2,4-pentanedione). As a reaction SMILES: [CH2:1]([CH:8]([C:12](=[O:14])[CH3:13])[C:9](=[O:11])[CH3:10])[C:2]1[CH:7]=[CH:6][CH:5]=[CH:4][CH:3]=1.BrBr>ClCCl>[CH:1](=[C:8]([C:9](=[O:11])[CH3:10])[C:12](=[O:14])[CH3:13])[C:2]1[CH:7]=[CH:6][CH:5]=[CH:4][CH:3]=1. Reported procedure: To a solution containing 6.3 g of 3-benzyl-2,4-pentanedione in 50 ml of dichloromethane was gradually added 5.3 g of bromine in 20 ml of dichloromethane under cooling (0°-5° C.). The solution was stirred for 10 min. at 0° C. and the solvent evaporated in vacuo. The residue was dissolved in 100 ml of pyridine and refluxed for 30 min. Pyridine was evaporated in vacuo, the residue was dissolved in dichloromethane and washed first with 6M hydrochloric acid and then with 2.6M NaOH. The solvent was ev... The reactants are COc1ccc(S(=O)(=O)Oc2ccccc2)cc1C(=O)O, Cc1ccccc1, O=C(Cl)C(=O)Cl, CN(C)C=O. Yields the product COc1ccc(S(=O)(=O)Oc2ccccc2)cc1C(=O)Cl. RXN SMILES: [CH3:1][O:2][c:3]1[c:4]([C:5](=[O:6])[OH:7])[cH:8][c:9]([S:12](=[O:13])(=[O:14])[O:15][c:16]2[cH:17][cH:18][cH:19][cH:20][cH:21]2)[cH:10][cH:11]1.[CH3:33][c:34]1[cH:35][cH:36][cH:37][cH:38][cH:39]1.[Cl:22][C:23]([C:24]([Cl:25])=[O:26])=[O:27].[O:28]=[CH:29][N:30]([CH3:31])[CH3:32]>>[CH3:1][O:2][c:3]1[c:4]([C:5](=[O:6])[Cl:22])[cH:8][c:9]([S:12](=[O:13])(=[O:14])[O:15][c:16]2[cH:17][cH:18][cH:19][cH:20][cH:21]2)[cH:10][cH:11]1.